Dataset: the Open Reaction Database (ORD), a public repository of structured organic reaction records. Task: describe an organic reaction: reactants, conditions, products, and yield The reactants are N1[C@@H](CCC1)CO ((S)-pyrrolidin-2-yl-methanol), N1=CC=CC=C1 (pyridine), Cl.N1=CC=CC=C1 (pyridine hydrochloride), S(=O)(=O)(Cl)Cl (Sulfuryl chloride). Solvent: ClCCl (dichloromethane), C(=O)=O.CC(=O)C (dry ice acetone). Run at temperature -40 celsius. The product is S1(OC[C@H]2N1CCC2)(=O)=O ((S)-tetrahydro-pyrrolo[1,2-c][1,2,3]oxathiazole 1,1-dioxide). The yield is 72.7%. Reaction SMILES: [NH:1]1[CH2:5][CH2:4][CH2:3][C@H:2]1[CH2:6][OH:7].N1C=CC=CC=1.[S:14](Cl)(Cl)(=[O:16])=[O:15].Cl.N1C=CC=CC=1>ClCCl.C(=O)=O.CC(C)=O>[S:14]1(=[O:16])(=[O:15])[N:1]2[CH2:5][CH2:4][CH2:3][C@H:2]2[CH2:6][O:7]1 |f:3.4,6.7|. Procedure details: To a solution of (S)-pyrrolidin-2-yl-methanol (25.0 g, 0.247 mol) in dichloromethane (165 ml) was added pyridine (41 ml, 0.508 mol). The solution was stirred while being cooled in dry ice/acetone bath until the temperature of the mixture was below −68° C. Sulfuryl chloride (20 ml, 0.247 mol) was added over 45 minutes while maintaining the reaction temperature below −60° C. The reaction temperature was allowed to warm to −40° C. and held for two hours while pyridine hydrochloride precipitates. Th...